This data is from the Open Reaction Database (ORD), a public repository of structured organic reaction records. The task is: describe an organic reaction: reactants, conditions, products, and yield Reactants: C(C)OC(=O)N1N(CCN(CC1)OC)C(CC1=C(C=C(C=C1C)C)C)=O (5-methoxy-2-[2-(2,4,6-trimethyl-phenyl)-acetyl]-[1,2,5]triazepane-1-carboxylic acid ethyl ester), CC(C)([O-])C.[K+] (potassium tert-butoxide). The solvent is CN(C=O)C (dimethylformamide). Reaction conditions: time 1.5 hour. Product: CON1CCN2N(CC1)C(C(C2=O)C2=C(C=C(C=C2C)C)C)=O (3-Methoxy-8-(2,4,6-trimethyl-phenyl)-tetrahydro-pyrazolo[1,2-a][1,2,5]triazepine-7,9-dione). Isolated yield 12.2%. RXN SMILES: C([O:3][C:4]([N:6]1[CH2:12][CH2:11][N:10]([O:13][CH3:14])[CH2:9][CH2:8][N:7]1[C:15](=[O:26])[CH2:16][C:17]1[C:22]([CH3:23])=[CH:21][C:20]([CH3:24])=[CH:19][C:18]=1[CH3:25])=O)C.CC(C)([O-])C.[K+]>CN(C)C=O>[CH3:14][O:13][N:10]1[CH2:9][CH2:8][N:7]2[C:15](=[O:26])[CH:16]([C:17]3[C:22]([CH3:23])=[CH:21][C:20]([CH3:24])=[CH:19][C:18]=3[CH3:25])[C:4](=[O:3])[N:6]2[CH2:12][CH2:11]1 |f:1.2|. Procedure: To a solution of 5-methoxy-2-[2-(2,4,6-trimethyl-phenyl)-acetyl]-[1,2,5]triazepane-1-carboxylic acid ethyl ester (1.035 g, 2.85 mmol) in absolute dimethylformamide (12 ml) at room temperature in a flame-dried flask under argon was added potassium tert-butoxide (479 mg, 4.27 mmol; weighed under argon atmosphere) in three portions. The reaction mixture was stirred for 1.5 hours, poured on ice, the aqueous layer extracted twice with ethyl acetate and the combined organic layers discarded. The aqueo...